From a dataset of the Open Reaction Database (ORD), a public repository of structured organic reaction records. describe an organic reaction: reactants, conditions, products, and yield Reactants: COCCCNCC1=CC=C(S1)B(O)O ([5-({[3-(methyloxy)propyl]amino}methyl)-2-thienyl]boronic acid), BrC=1C=C2C(=CNC2=C(C1)C(=O)N)C1CCN(CC1)S(=O)(=O)CC (5-bromo-3-[1-(ethylsulfonyl)-4-piperidinyl]-1H-indole-7-carboxamide), C(=O)([O-])[O-].[K+].[K+] (K2CO3). The reagents and catalysts are C=1C=CC(=CC1)[P](C=2C=CC=CC2)(C=3C=CC=CC3)[Pd]([P](C=4C=CC=CC4)(C=5C=CC=CC5)C=6C=CC=CC6)([P](C=7C=CC=CC7)(C=8C=CC=CC8)C=9C=CC=CC9)[P](C=1C=CC=CC1)(C=1C=CC=CC1)C=1C=CC=CC1 (tetrakis(triphenylphosphine)palladium(0)). Yields the product C(C)S(=O)(=O)N1CCC(CC1)C1=CNC2=C(C=C(C=C12)C=1SC(=CC1)CNCCCOC)C(=O)N (3-[1-(ethylsulfonyl)-4-piperidinyl]-5-[5-({[3-(methyloxy)propyl]amino}methyl)-2-thienyl]-1H-indole-7-carboxamide). Isolated yield 9.0%. As a reaction SMILES: [CH3:1][O:2][CH2:3][CH2:4][CH2:5][NH:6][CH2:7][C:8]1[S:12][C:11](B(O)O)=[CH:10][CH:9]=1.Br[C:17]1[CH:18]=[C:19]2[C:23](=[C:24]([C:26]([NH2:28])=[O:27])[CH:25]=1)[NH:22][CH:21]=[C:20]2[CH:29]1[CH2:34][CH2:33][N:32]([S:35]([CH2:38][CH3:39])(=[O:37])=[O:36])[CH2:31][CH2:30]1.C([O-])([O-])=O.[K+].[K+]>C1C=CC([P]([Pd]([P](C2C=CC=CC=2)(C2C=CC=CC=2)C2C=CC=CC=2)([P](C2C=CC=CC=2)(C2C=CC=CC=2)C2C=CC=CC=2)[P](C2C=CC=CC=2)(C2C=CC=CC=2)C2C=CC=CC=2)(C2C=CC=CC=2)C2C=CC=CC=2)=CC=1>[CH2:38]([S:35]([N:32]1[CH2:31][CH2:30][CH:29]([C:20]2[C:19]3[C:23](=[C:24]([C:26]([NH2:28])=[O:27])[CH:25]=[C:17]([C:11]4[S:12][C:8]([CH2:7][NH:6][CH2:5][CH2:4][CH2:3][O:2][CH3:1])=[CH:9][CH:10]=4)[CH:18]=3)[NH:22][CH:21]=2)[CH2:34][CH2:33]1)(=[O:37])=[O:36])[CH3:39] |f:2.3.4,^1:49,51,70,89|. Reported procedure: Following the general procedure of 5-(5-{[(2-ethylbutyl)amino]methyl}-2-thienyl)-3-[1-(ethylsulfonyl)-4-piperidinyl]-1H-indole-7-carboxamide, (5-formyl-2-thienyl)boronic acid (50 mg, 0.32 mmol), [3-(methyloxy)propyl]amine (29 mg, 0.32 mmol), and NaCNBH3 (40 mg, 0.64 mmol) were reacted to give 30 mg of crude [5-({[3-(methyloxy)propyl]amino}methyl)-2-thienyl]boronic acid. The crude [5-({[3-(methyloxy)propyl]amino}methyl)-2-thienyl]boronic acid was then reacted with 5-bromo-3-[1-(ethylsulfonyl)-4-p... The reactants are C(C)(C)(C)C=1N=C(SC1)C=1OC2=C(C1)C=C(C=C2)CCCO (3-[2-(4-tert-butylthiazol-2-yl)benzofuran-5-yl]propanol), S(=O)(Cl)Cl (thionyl chloride). Run in ClCCl (dichloromethane). Product: C(C)(C)(C)C=1N=C(SC1)C=1OC2=C(C1)C=C(C=C2)CCCCl (4-tert-butyl-2-[5-(3-chloropropyl)benzofuran-2-yl]thiazole). RXN SMILES: [C:1]([C:5]1[N:6]=[C:7]([C:10]2[O:11][C:12]3[CH:18]=[CH:17][C:16]([CH2:19][CH2:20][CH2:21]O)=[CH:15][C:13]=3[CH:14]=2)[S:8][CH:9]=1)([CH3:4])([CH3:3])[CH3:2].S(Cl)([Cl:25])=O>ClCCl>[C:1]([C:5]1[N:6]=[C:7]([C:10]2[O:11][C:12]3[CH:18]=[CH:17][C:16]([CH2:19][CH2:20][CH2:21][Cl:25])=[CH:15][C:13]=3[CH:14]=2)[S:8][CH:9]=1)([CH3:4])([CH3:3])[CH3:2]. Procedure details: A mixture of 3-[2-(4-tert-butylthiazol-2-yl)benzofuran-5-yl]propanol (0.40 g) and thionyl chloride (0.4 ml) in dichloromethane (5 ml) was stirred under reflux for 5 hours. After being cooled to room temperature, the solution was concentrated under reduced pressure. The resulting residue -was partitioned between aqueous sodium hydrogencarbonate solution and ethyl acetate. The organic layer was washed with brine, dried over magnesium sulfate and concentrated under reduced pressure to give a 4-tert... Reactants: N1(C=NC=C1)C(CCCCCC)C=1C=C(C(=CC1)N)N (4-[1-(1H-imidazol-1-yl)heptyl]-1,2-benzenediamine), FC1=CC=C(C(=O)O)C=C1 (4-fluorobenzoic acid), polyphosphoric acid, ice water, [OH-].[NH4+] (ammonium hydroxide). Conditions: temperature 100 celsius, time 2 hour. The product is FC1=CC=C(C=C1)C1=NC2=C(N1)C=CC(=C2)C(CCCCCC)N2C=NC=C2 (2-(4-fluorophenyl)-5-[1-(1H-imidazol-1-yl)heptyl]-1H-benzimidazole). The yield is 47.0%. As a reaction SMILES: [N:1]1([CH:6]([C:13]2[CH:14]=[C:15]([NH2:20])[C:16]([NH2:19])=[CH:17][CH:18]=2)[CH2:7][CH2:8][CH2:9][CH2:10][CH2:11][CH3:12])[CH:5]=[CH:4][N:3]=[CH:2]1.[F:21][C:22]1[CH:30]=[CH:29][C:25]([C:26](O)=O)=[CH:24][CH:23]=1.[OH-].[NH4+]>>[F:21][C:22]1[CH:30]=[CH:29][C:25]([C:26]2[NH:19][C:16]3[CH:17]=[CH:18][C:13]([CH:6]([N:1]4[CH:5]=[CH:4][N:3]=[CH:2]4)[CH2:7][CH2:8][CH2:9][CH2:10][CH2:11][CH3:12])=[CH:14][C:15]=3[N:20]=2)=[CH:24][CH:23]=1 |f:2.3|. Procedure: A mixture of 9 parts of 4-[1-(1H-imidazol-1-yl)heptyl]-1,2-benzenediamine, 5 parts of 4-fluorobenzoic acid and 100 parts of polyphosphoric acid was stirred for 2 hours at 100° C. After cooling, the reaction mixture was poured into ice water and treated with ammonium hydroxide. The product was extracted three times with 120 parts of trichloromethane. The combined extracts were dried, filtered and evaporated. The residue was purified by column chromatography over silica gel using a mixture of tric... Starting materials: NC(C#N)C1=CC=CC=C1 (2-amino-2-phenylacetonitrile), C(C1=CC=CC=C1)(=O)CC(C)=O (benzoylacetone). Solvent: C(C)OCC.CCCCCC (diethyl ether hexane). The product is NC1=C(NC(=C1C(C1=CC=CC=C1)=O)C)C1=CC=CC=C1 (3-Amino-4-benzoyl-5-methyl-2-phenylpyrrole). As a reaction SMILES: [NH2:1][CH:2]([C:5]1[CH:10]=[CH:9][CH:8]=[CH:7][CH:6]=1)[C:3]#[N:4].[C:11]([CH2:19][C:20](=O)[CH3:21])(=[O:18])[C:12]1[CH:17]=[CH:16][CH:15]=[CH:14][CH:13]=1>C(OCC)C.CCCCCC>[NH2:4][C:3]1[C:19]([C:11](=[O:18])[C:12]2[CH:17]=[CH:16][CH:15]=[CH:14][CH:13]=2)=[C:20]([CH3:21])[NH:1][C:2]=1[C:5]1[CH:10]=[CH:9][CH:8]=[CH:7][CH:6]=1 |f:2.3|. Reported procedure: Starting from 2-amino-2-phenylacetonitrile and benzoylacetone, the open-chain intermediate compound is obtained, melting at 134°-135° C. (from diethyl ether/hexane). The title compound is obtained in a 60% overall yield. M.P. 285°-290° C. (from methanol/diethyl ether). The free base melts at 203°-5° C. (from methanol). Reactants: C1CCOC1, COc1cc(O)cc(OC)c1, CCOC(=O)N=NC(=O)OCC, COC1=C(OC)C(=O)C2=C(CCC(CCO)CC2)C1=O, c1ccc(P(c2ccccc2)c2ccccc2)cc1. Yields the product COC1=C(OC)C(=O)C2=C(CCC(CCOc3cc(OC)cc(OC)c3)CC2)C1=O. RXN SMILES: [CH2:63]1[O:64][CH2:65][CH2:66][CH2:67]1.[CH3:21][O:22][c:23]1[cH:24][c:25]([OH:31])[cH:26][c:27]([O:29][CH3:30])[cH:28]1.[O:51]=[C:52]([O:53][CH2:54][CH3:55])[N:56]=[N:57][C:58]([O:59][CH2:60][CH3:61])=[O:62].[OH:1][CH2:2][CH2:3][CH:4]1[CH2:5][CH2:6][C:7]2=[C:8]([CH2:9][CH2:10]1)[C:11](=[O:20])[C:12]([O:18][CH3:19])=[C:13]([O:16][CH3:17])[C:14]2=[O:15].[c:32]1([P:33]([c:34]2[cH:35][cH:36][cH:37][cH:38][cH:39]2)[c:40]2[cH:41][cH:42][cH:43][cH:44][cH:45]2)[cH:46][cH:47][cH:48][cH:49][cH:50]1>>[O:1]([CH2:2][CH2:3][CH:4]1[CH2:5][CH2:6][C:7]2=[C:8]([CH2:9][CH2:10]1)[C:11](=[O:20])[C:12]([O:18][CH3:19])=[C:13]([O:16][CH3:17])[C:14]2=[O:15])[c:25]1[cH:24][c:23]([O:22][CH3:21])[cH:28][c:27]([O:29][CH3:30])[cH:26]1. Starting materials: C(C)OC(CN(CC1=CC=CC=C1)C([C@H](C(C)C)NC(C1=CC=CC=C1)=O)=O)=O (((2(S)-Benzoylamino-3-methylbutyryl)benzylamino)acetic Acid Ethyl Ester), [Li+].[OH-] (LiOH). The solvent is CO (MeOH). Yields the product C(C1=CC=CC=C1)(=O)N[C@H](C(=O)N(CC1=CC=CC=C1)CC(=O)O)C(C)C (((2(S)-Benzoylamino-3-methylbutyryl)benzylamino)acetic Acid). Yield: 92.5%. Reaction SMILES: C([O:3][C:4](=[O:29])[CH2:5][N:6]([C:14](=[O:28])[C@@H:15]([NH:19][C:20](=[O:27])[C:21]1[CH:26]=[CH:25][CH:24]=[CH:23][CH:22]=1)[CH:16]([CH3:18])[CH3:17])[CH2:7][C:8]1[CH:13]=[CH:12][CH:11]=[CH:10][CH:9]=1)C.[Li+].[OH-]>CO>[C:20]([NH:19][C@@H:15]([CH:16]([CH3:18])[CH3:17])[C:14]([N:6]([CH2:5][C:4]([OH:29])=[O:3])[CH2:7][C:8]1[CH:9]=[CH:10][CH:11]=[CH:12][CH:13]=1)=[O:28])(=[O:27])[C:21]1[CH:22]=[CH:23][CH:24]=[CH:25][CH:26]=1 |f:1.2|. Reported procedure: To a solution of compound 703 (3.45 g, 8.8 mmol) in MeOH (9 mL) was added 1N LiOH (9 mL) and the reaction allowed to stir over night. The reaction was concentrated in vacuo and the residue taken up into EtOAc and H2 O. The layers were separated and the aqueous phase was acidified with 1N HCl. The product was extracted with EtOAc (2×). The extracts were combined, washed with brine, dried over MgSO4, filtered and concentrated in vacuo to provide 3.0 g of compound 704. ##STR83## As a reaction SMILES: [CH3:1][C:2]1[C:3]([CH2:12][C:13]2[NH:17][C:16]3[CH:18]=[CH:19][C:20]([C:22]#[N:23])=[CH:21][C:15]=3[N:14]=2)=[C:4]2[C:8](=[C:9]([CH3:11])[CH:10]=1)[NH:7][CH:6]=[CH:5]2.C1C(=O)N([Br:31])C(=O)C1>CN(C=O)C>[Br:31][C:5]1[C:4]2[C:8](=[C:9]([CH3:11])[CH:10]=[C:2]([CH3:1])[C:3]=2[CH2:12][C:13]2[NH:17][C:16]3[CH:18]=[CH:19][C:20]([C:22]#[N:23])=[CH:21][C:15]=3[N:14]=2)[NH:7][CH:6]=1. Solvent: CN(C)C=O (DMF). Procedure: 2-((5,7-Dimethyl-1H-indol-4-yl)methyl)-1H-benzo[d]imidazole-5-carbonitrile (Example 58-C) (61 mg, 0.203 mmol) was dissolved in DMF (2 mL) and NBS (40.1 mg, 0.225 mmol) was added at 0° C. and the reaction stirred for 1 hour. The reaction was then quenched with saturated aq. sodium thiosulfate and saturated aq. NaHCO3. The layers were separated and the aqueous layer was extracted with ethyl acetate. The organic phase was dried over MgSO4, concentrated and purified by flash column chromatography (0... Reaction conditions: time 1 hour. Product: BrC1=CNC2=C(C=C(C(=C12)CC1=NC2=C(N1)C=CC(=C2)C#N)C)C (2-((3-bromo-5,7-dimethyl-1H-indol-4-yl)methyl)-1H-benzo[d]imidazole-5-carbonitrile). Starting materials: CC=1C(=C2C=CNC2=C(C1)C)CC1=NC2=C(N1)C=CC(=C2)C#N (2-((5,7-Dimethyl-1H-indol-4-yl)methyl)-1H-benzo[d]imidazole-5-carbonitrile), C1CC(=O)N(C1=O)Br (NBS).